This data is from the Open Reaction Database (ORD), a public repository of structured organic reaction records. The task is: describe an organic reaction: reactants, conditions, products, and yield Reactants: BrC=1C=CC(=C(C1)C1(NC(COCC1(F)F)=O)C)F (5-(5-bromo-2-fluorophenyl)-6,6-difluoro-5-methyl-1,4-oxazepan-3-one), COC=1C=CC(=CC1)P2(=S)SP(=S)(S2)C=3C=CC(=CC3)OC (Lawesson's reagent). Solvent: C1CCOC1 (THF). Yields the product BrC=1C=CC(=C(C1)C1(NC(COCC1(F)F)=S)C)F (5-(5-bromo-2-fluorophenyl)-6,6-difluoro-5-methyl-1,4-oxazepane-3-thione). Reaction SMILES: [Br:1][C:2]1[CH:3]=[CH:4][C:5]([F:19])=[C:6]([C:8]2([CH3:18])[C:14]([F:16])([F:15])[CH2:13][O:12][CH2:11][C:10](=O)[NH:9]2)[CH:7]=1.COC1C=CC(P2(SP(C3C=CC(OC)=CC=3)(=S)S2)=[S:29])=CC=1>C1COCC1>[Br:1][C:2]1[CH:3]=[CH:4][C:5]([F:19])=[C:6]([C:8]2([CH3:18])[C:14]([F:16])([F:15])[CH2:13][O:12][CH2:11][C:10](=[S:29])[NH:9]2)[CH:7]=1. Reported procedure: To a solution of 5-(5-bromo-2-fluorophenyl)-6,6-difluoro-5-methyl-1,4-oxazepan-3-one (2.0 g, 5.93 mmol) in THF (25 mL) was added Lawesson's reagent (2.87 g, 7.1 mmol) at rt and heated to reflux temperature for 16 h. Reaction mixture was concentrated under reduced pressure and directly purified by column chromatography on silica gel using 4% ethyl acetate in Hexane to furnish title compound as colorless gum. Yield=1.0 g (50%). LCMS: RtH8=1.75 [M+H]+=354.8, 355.7, Starting materials: COc1ccc(N=C=S)cc1, ClCCl, CCC(NC(=O)C(F)(F)F)C(=O)NCCN. Yields the product CCC(NC(=O)C(F)(F)F)C(=O)NCCNC(=S)Nc1ccc(OC)cc1. As a reaction SMILES: [CH3:17][O:18][c:19]1[cH:20][cH:21][c:22]([N:25]=[C:26]=[S:27])[cH:23][cH:24]1.[Cl:28][CH2:29][Cl:30].[NH2:1][CH2:2][CH2:3][NH:4][C:5]([CH:6]([CH2:7][CH3:8])[NH:9][C:10]([C:11]([F:12])([F:13])[F:14])=[O:15])=[O:16]>>[NH:1]([CH2:2][CH2:3][NH:4][C:5]([CH:6]([CH2:7][CH3:8])[NH:9][C:10]([C:11]([F:12])([F:13])[F:14])=[O:15])=[O:16])[C:26]([NH:25][c:22]1[cH:21][cH:20][c:19]([O:18][CH3:17])[cH:24][cH:23]1)=[S:27]. The reactants are ClC1=CC=C(C=CC(=O)O)C=C1 (4-chlorocinnamic acid), S(O)(O)(=O)=O (sulfuric acid), CO (methanol). The product is COC(C=CC1=CC=C(C=C1)Cl)=O (p-chlorocinnamic acid methyl ester). As a reaction SMILES: [Cl:1][C:2]1[CH:12]=[CH:11][C:5]([CH:6]=[CH:7][C:8]([OH:10])=[O:9])=[CH:4][CH:3]=1.S(=O)(=O)(O)O.[CH3:18]O>>[CH3:18][O:9][C:8](=[O:10])[CH:7]=[CH:6][C:5]1[CH:4]=[CH:3][C:2]([Cl:1])=[CH:12][CH:11]=1. Reported procedure: A suspension of 300 g of 4-chlorocinnamic acid (J. Am. Chem. Soc., 89:3803, 1967) and 25 ml of concentrated sulfuric acid in 1.7 liters of methanol is heated to reflux for 24 hours. The solution is concentrated, and filtered to give as a white solid, p-chlorocinnamic acid methyl ester, mp 74°-5° C. The reactants are N1CCOCC1 (morpholine), C(C=C)OC(=O)NC(=N)C1=CC=C(C=C1)N1C(C(=C(C1)OC)C1=CC=C(C=C1)CCC(=O)OCOC(C(C)(C)C)=O)=O (1-[4-(allyloxycarbonyl-amidino)-phenyl]-4-methoxy-3-[4-[2-[(pivaloyloxymethyl)-oxycarbonyl]ethyl]-phenyl]-3-pyrrolin-2-one), tetrakis-(triphenyl-phosphine) palladium(O). The solvent is O1CCCC1 (tetrahydrofuran). Reaction conditions: time 1 hour. Product: C(N)(=N)C1=CC=C(C=C1)N1C(C(=C(C1)OC)C1=CC=C(C=C1)CCC(=O)OCOC(C(C)(C)C)=O)=O (1-(4-Amidinophenyl)-4-methoxy-3-[4-[2-[(pivaloyloxymethyl)-oxycarbonyl]-ethyl]-phenyl]-3-pyrrolin-2-one). Reaction SMILES: N1CCOCC1.C(OC([NH:13][C:14]([C:16]1[CH:21]=[CH:20][C:19]([N:22]2[CH2:26][C:25]([O:27][CH3:28])=[C:24]([C:29]3[CH:34]=[CH:33][C:32]([CH2:35][CH2:36][C:37]([O:39][CH2:40][O:41][C:42](=[O:47])[C:43]([CH3:46])([CH3:45])[CH3:44])=[O:38])=[CH:31][CH:30]=3)[C:23]2=[O:48])=[CH:18][CH:17]=1)=[NH:15])=O)C=C>O1CCCC1>[C:14]([C:16]1[CH:17]=[CH:18][C:19]([N:22]2[CH2:26][C:25]([O:27][CH3:28])=[C:24]([C:29]3[CH:34]=[CH:33][C:32]([CH2:35][CH2:36][C:37]([O:39][CH2:40][O:41][C:42](=[O:47])[C:43]([CH3:44])([CH3:45])[CH3:46])=[O:38])=[CH:31][CH:30]=3)[C:23]2=[O:48])=[CH:20][CH:21]=1)(=[NH:13])[NH2:15]. Procedure details: Prepared by dropwise addition of 1 equivalent of morpholine to 1-[4-(allyloxycarbonyl-amidino)-phenyl]-4-methoxy-3-[4-[2-[(pivaloyloxymethyl)-oxycarbonyl]ethyl]-phenyl]-3-pyrrolin-2-one and 0.1 equivalents of tetrakis-(triphenyl-phosphine)-palladium(O) in tetrahydrofuran under inert gas followed by 1 hours' stirring at ambient temperature. Starting materials: CC(=O)NCCn1nnnc1Sc1ccc([N+](=O)[O-])cc1[N+](=O)[O-], CCO, Cl. Product: Cl, NCCn1nnnc1Sc1ccc([N+](=O)[O-])cc1[N+](=O)[O-]. Reaction SMILES: [C:1](=[O:2])([CH3:3])[NH:4][CH2:5][CH2:6][n:7]1[n:8][n:9][n:10][c:11]1[S:12][c:13]1[c:14]([N+:22](=[O:23])[O-:24])[cH:15][c:16]([N+:19](=[O:20])[O-:21])[cH:17][cH:18]1.[CH3:26][CH2:27][OH:28].[ClH:25]>>[ClH:25].[NH2:4][CH2:5][CH2:6][n:7]1[n:8][n:9][n:10][c:11]1[S:12][c:13]1[c:14]([N+:22](=[O:23])[O-:24])[cH:15][c:16]([N+:19](=[O:20])[O-:21])[cH:17][cH:18]1. As a reaction SMILES: [CH3:1][C:2]1[N:7]=[C:6]([C:8]2[CH:13]=[CH:12][CH:11]=[CH:10][CH:9]=2)[N:5]=[C:4]([C:14]2[CH:19]=[CH:18][CH:17]=[C:16]([N+:20]([O-:22])=[O:21])[CH:15]=2)[C:3]=1[C:23](O)=[O:24].S(Cl)(Cl)=O.[CH3:30][N:31]1[CH2:36][CH2:35][NH:34][CH2:33][CH2:32]1.C(=O)([O-])[O-].[K+].[K+]>ClCCl.CN(C)C=O>[CH3:1][C:2]1[N:7]=[C:6]([C:8]2[CH:9]=[CH:10][CH:11]=[CH:12][CH:13]=2)[N:5]=[C:4]([C:14]2[CH:19]=[CH:18][CH:17]=[C:16]([N+:20]([O-:22])=[O:21])[CH:15]=2)[C:3]=1[C:23]([N:34]1[CH2:35][CH2:36][N:31]([CH3:30])[CH2:32][CH2:33]1)=[O:24] |f:3.4.5|. Reactants: CC1=C(C(=NC(=N1)C1=CC=CC=C1)C1=CC(=CC=C1)[N+](=O)[O-])C(=O)O (6-methyl-4-(3-nitrophenyl)-2-phenyl-5-pyrimidinecarboxylic acid), S(=O)(Cl)Cl (thionyl chloride), C([O-])([O-])=O.[K+].[K+] (potassium carbonate), CN1CCNCC1 (N-methylpiperazine). Product: CC1=C(C(=NC(=N1)C1=CC=CC=C1)C1=CC(=CC=C1)[N+](=O)[O-])C(=O)N1CCN(CC1)C (6-methyl-5-(4-methylpiperazin-1-ylcarbonyl)-4-(3-nitrophenyl)-2-phenyl-pyrimidine). Yield: 56.2%. Procedure: To a mixture of 6-methyl-4-(3-nitrophenyl)-2-phenyl-5-pyrimidinecarboxylic acid (5 g), dichloromethane (45 ml) and N,N-dimethylformamide (11 ml), thionyl chloride (2.1 g) was added at 7° C. under ice cooling. After stirring for 1.5 hours at the same condition, to a solution of N-methylpiperazine (3.7 g) in dichloromethane (37 ml), the reaction mixture was added under ice cooling and stirred for 2 hours. The reaction mixture was adjusted to pH=8.5 by saturated potassium carbonate and extracted wi... Run in ClCCl (dichloromethane), CN(C=O)C (N,N-dimethylformamide), ClCCl (dichloromethane). Reaction conditions: time 2 hour. Starting materials: C1(=CC=CC=C1)CCCC=1C=C(N)C=CC1 (3-(3-phenylpropyl)-aniline), C(=O)(Cl)Cl (phosgene), C(=O)(Cl)Cl (phosgene). Solvent: C1(=CC=CC=C1)C (toluene), C1(=CC=CC=C1)C (toluene). Run at time 6 hour. The product is C1(=CC=CC=C1)CCCC=1C=C(C=CC1)N=C=O (3-(3-phenylpropyl)-phenyl isocyanate). Yield: 95.8%. Reaction SMILES: [C:1](Cl)(Cl)=[O:2].[C:5]1([CH2:11][CH2:12][CH2:13][C:14]2[CH:15]=[C:16]([CH:18]=[CH:19][CH:20]=2)[NH2:17])[CH:10]=[CH:9][CH:8]=[CH:7][CH:6]=1>C1(C)C=CC=CC=1>[C:5]1([CH2:11][CH2:12][CH2:13][C:14]2[CH:15]=[C:16]([N:17]=[C:1]=[O:2])[CH:18]=[CH:19][CH:20]=2)[CH:6]=[CH:7][CH:8]=[CH:9][CH:10]=1. Procedure details: 170 g of phosgene are dissolved in 200 ml of toluene at -10° C. At the same temperature, 145 g of 3-(3-phenylpropyl)-aniline in 300 ml of toluene are then slowly added dropwise. The mixture is warmed slowly, the introduction of phosgene is started when 60° C. is reached, and the mixture is brought to the boil. After 6 hours, excess phosgene is flushed out with nitrogen and the mixture is distilled. 156 g of 3-(3-phenylpropyl)-phenyl isocyanate, of boiling point 107°-110° C./0.1 mbar, are obtaine... Reactants: [Al+3], C1CCOC1, [H-], [H-], [H-], [H-], [Li+], [Na+], [OH-], O, COC(=O)c1ccc2ncccc2c1. Yields the product OCc1ccc2ncccc2c1. Reaction SMILES: [Al+3:16].[CH2:24]1[O:25][CH2:26][CH2:27][CH2:28]1.[H-:15].[H-:18].[H-:19].[H-:20].[Li+:17].[Na+:23].[OH-:22].[OH2:21].[n:1]1[cH:2][cH:3][cH:4][c:5]2[cH:6][c:7]([C:11](=[O:12])[O:13][CH3:14])[cH:8][cH:9][c:10]12>>[n:1]1[cH:2][cH:3][cH:4][c:5]2[cH:6][c:7]([CH2:11][OH:12])[cH:8][cH:9][c:10]12. Starting materials: C(CCC)C/1=CN(S\C1=N/C(=O)C1CN(CC1)C(=O)OC(C)(C)C)C(C)(C)C (tert-butyl 3-{[(5z)-4-butyl-2-tert-butylisothiazol-5(2H)-ylidene]carbamoyl}pyrrolidine-1-carboxylate), FC(C(=O)O)(F)F (trifluoroacetic acid), C([O-])(O)=O.[Na+] (sodium bicarbonate). Solvent: ClCCl (dichloromethane). Conditions: time 4 hour. Product: C(CCC)C/1=CN(S\C1=N/C(=O)C1CNCC1)C(C)(C)C (N-[(5Z)-4-butyl-2-tert-butylisothiazol-5(2H)-ylidene]pyrrolidine-3-carboxamide). RXN SMILES: [CH2:1]([C:5]1=[CH:6][N:7]([C:25]([CH3:28])([CH3:27])[CH3:26])[S:8]/[C:9]/1=[N:10]\[C:11]([CH:13]1[CH2:17][CH2:16][N:15](C(OC(C)(C)C)=O)[CH2:14]1)=[O:12])[CH2:2][CH2:3][CH3:4].FC(F)(F)C(O)=O.C(=O)(O)[O-].[Na+]>ClCCl>[CH2:1]([C:5]1=[CH:6][N:7]([C:25]([CH3:26])([CH3:28])[CH3:27])[S:8]/[C:9]/1=[N:10]\[C:11]([CH:13]1[CH2:17][CH2:16][NH:15][CH2:14]1)=[O:12])[CH2:2][CH2:3][CH3:4] |f:2.3|. Procedure: To a 20-mL scintillation vial containing a magnetic stir bar were added the product from Example 104A (143 mg, 0.350 mmol), anhydrous dichloromethane (5 mL), and trifluoroacetic acid (200 mg, 1.75 mmol). The pale yellow solution was stirred at room temperature for 4 hours. The pH of the reaction mixture was adjusted to 9 by addition of saturated aqueous sodium bicarbonate solution. The mixture was extracted with dichloromethane (3×10 mL). The combined organic extracts were dried (MgSO4), filtere... RXN SMILES: [NH2:1][N:2]1[N:11]=[C:10]([C:12]2[CH:17]=[CH:16][CH:15]=[CH:14][CH:13]=2)[C:9]2[C:4](=[CH:5][CH:6]=[C:7]([F:18])[CH:8]=2)[C:3]1=[O:19].[Cl:20][C:21]1[CH:26]=[CH:25][C:24]([CH2:27][C:28](O)=[O:29])=[CH:23][CH:22]=1>>[Cl:20][C:21]1[CH:26]=[CH:25][C:24]([CH2:27][C:28]([NH:1][N:2]2[N:11]=[C:10]([C:12]3[CH:17]=[CH:16][CH:15]=[CH:14][CH:13]=3)[C:9]3[C:4](=[CH:5][CH:6]=[C:7]([F:18])[CH:8]=3)[C:3]2=[O:19])=[O:29])=[CH:23][CH:22]=1. Starting materials: NN1C(C2=CC=C(C=C2C(=N1)C1=CC=CC=C1)F)=O (2-amino-6-fluoro-4-phenylphthalazin-1(2H)-one), ClC1=CC=C(C=C1)CC(=O)O (4-chlorophenylacetic acid). Procedure details: The product from Example 35E and 4-chlorophenylacetic acid were processed using a method similar to that described in Example 17C to afford the title compound. 1H NMR (500 MHz, DMSO-d6) δ ppm 3.70 (s, 2H) 7.28-7.52 (m, 5H) 7.50-7.70 (m, 5H) 7.72-7.99 (m, 1H) 8.47 (dd, J=8.85, 5.49 Hz, 1H) 11.62-11.89 (m, 1H); MS (ESI) m/z 408 (M+H)+. Yields the product ClC1=CC=C(C=C1)CC(=O)NN1C(C2=CC=C(C=C2C(=N1)C1=CC=CC=C1)F)=O (2-(4-chlorophenyl)-N-(6-fluoro-1-oxo-4-phenylphthalazin-2(1H)-yl)acetamide).